describe an organic reaction: reactants, conditions, products, and yield From a dataset of the Open Reaction Database (ORD), a public repository of structured organic reaction records. Starting materials: O1C(CC(C1)=O)=O (2,4-furandione), C(C)(C)(CC)NC(=O)N (tert-amylurea), O (water). Solvent: C1=CC=CC=C1 (benzene). Product: C(C)(C)(CC)NC(=O)NC=1COC(C1)=O (1-tert-amyl-3-(2,5-dihydro-5-oxo-3-furyl)urea). Isolated yield 39.3%. Reaction SMILES: [O:1]1[CH2:5][C:4](=O)[CH2:3][C:2]1=[O:7].[C:8]([NH:13][C:14]([NH2:16])=[O:15])([CH2:11][CH3:12])([CH3:10])[CH3:9].O>C1C=CC=CC=1>[C:8]([NH:13][C:14]([NH:16][C:4]1[CH2:5][O:1][C:2](=[O:7])[CH:3]=1)=[O:15])([CH2:11][CH3:12])([CH3:10])[CH3:9]. Reported procedure: To a solution of 3 g of 2,4-furandione in 100 ml of benzene is added 4 g of tert-amylurea. The solution is heated under nitrogen at reflux for 3 hours with water removal. At the end of that period the solution is cooled and concentrated. The residual material is recrystallized from acetonitrile to give 2.5 g of 1-tert-amyl-3-(2,5-dihydro-5-oxo-3-furyl)urea, m.p. 169°-171°C. The infrared and n.m.r. spectra are consistent with the assigned structure. Starting materials: C(C)(C)OC(C)C (diisopropyl ether), ClC=1N=C(C(=NC1CC)C(=O)N)NC1=CC(=C(C=C1)N1CCC(CC1)N1CCN(CC1)C)C (5-chloro-6-ethyl-3-({3-methyl-4-[4-(4-methylpiperazin-1-yl)piperidin-1-yl]phenyl}amino)pyrazine-2-carboxamide), Cl.Cl.C1(C(CCC1)N)N (rac-(1R,2R)-cyclopentane-1,2-diamine dihydrochloride), C(C)(C)N(CC)C(C)C (diisopropylethylamine). Solvent: O (Water), CN1C(CCC1)=O (N-methylpyrrolidone). Product: N[C@H]1[C@@H](CCC1)NC=1N=C(C(=NC1CC)C(=O)N)NC1=CC(=C(C=C1)N1CCC(CC1)N1CCN(CC1)C)C (rac-5-{[(1R,2R)-2-aminocyclopentyl]amino}-6-ethyl-3-({3-methyl-4-[4-(4-methylpiperazin-1-yl)piperidin-1-yl]phenyl}amino)pyrazine-2-carboxamide). The yield is 85.9%. Reaction SMILES: Cl[C:2]1[N:3]=[C:4]([NH:13][C:14]2[CH:19]=[CH:18][C:17]([N:20]3[CH2:25][CH2:24][CH:23]([N:26]4[CH2:31][CH2:30][N:29]([CH3:32])[CH2:28][CH2:27]4)[CH2:22][CH2:21]3)=[C:16]([CH3:33])[CH:15]=2)[C:5]([C:10]([NH2:12])=[O:11])=[N:6][C:7]=1[CH2:8][CH3:9].Cl.Cl.[CH:36]1([NH2:42])[CH2:40][CH2:39][CH2:38][CH:37]1[NH2:41].C(N(C(C)C)CC)(C)C.C(OC(C)C)(C)C>O.CN1CCCC1=O>[NH2:41][C@@H:37]1[CH2:38][CH2:39][CH2:40][C@H:36]1[NH:42][C:2]1[N:3]=[C:4]([NH:13][C:14]2[CH:19]=[CH:18][C:17]([N:20]3[CH2:21][CH2:22][CH:23]([N:26]4[CH2:31][CH2:30][N:29]([CH3:32])[CH2:28][CH2:27]4)[CH2:24][CH2:25]3)=[C:16]([CH3:33])[CH:15]=2)[C:5]([C:10]([NH2:12])=[O:11])=[N:6][C:7]=1[CH2:8][CH3:9] |f:1.2.3|. Procedure: A mixture of 5-chloro-6-ethyl-3-({3-methyl-4-[4-(4-methylpiperazin-1-yl)piperidin-1-yl]phenyl}amino)pyrazine-2-carboxamide (200 mg), rac-(1R,2R)-cyclopentane-1,2-diamine dihydrochloride (230 mg), diisopropylethylamine (480 μL), and N-methylpyrrolidone (0.8 mL) was reacted in a microwave device at 150° C. for 2 hours. Water and diisopropyl ether were added thereto, and the precipitated solid was filtered to obtain rac-5-{[(1R,2R)-2-aminocyclopentyl]amino}-6-ethyl-3-({3-methyl-4-[4-(4-methylpipera... The reactants are aqueous solution, [OH-].[Na+] (sodium hydroxide), Cl (hydrochloric acid), S(O)(O)(=O)=O (sulfuric acid), aqueous solution, C(O)([O-])=O.[Na+] (sodium hydrogen carbonate), C1(=CC=CC=C1)C1=CC=C2CCC(=CC2=C1)C(=O)O (7-phenyl-3,4-dihydronaphthalene-2-carboxylic acid). The solvent is CO (methanol), CO (methanol). Reaction conditions: time 48 hour. The product is C1(=CC=CC=C1)C1=CC=C2CCC(CC2=C1)C(=O)O (7-phenyl-1,2,3,4-tetrahydronaphthalene-2-carboxylic acid). The yield is 67.2%. Reaction SMILES: [C:1]1([C:7]2[CH:16]=[C:15]3[C:10]([CH2:11][CH2:12][C:13]([C:17]([OH:19])=[O:18])=[CH:14]3)=[CH:9][CH:8]=2)[CH:6]=[CH:5][CH:4]=[CH:3][CH:2]=1.S(=O)(=O)(O)O.C(=O)([O-])O.[Na+].[OH-].[Na+].Cl>CO>[C:1]1([C:7]2[CH:16]=[C:15]3[C:10]([CH2:11][CH2:12][CH:13]([C:17]([OH:19])=[O:18])[CH2:14]3)=[CH:9][CH:8]=2)[CH:6]=[CH:5][CH:4]=[CH:3][CH:2]=1 |f:2.3,4.5|. Reported procedure: To 7-phenyl-3,4-dihydronaphthalene-2-carboxylic acid (1.00 g) dissolved in methanol (25 ml) was added a concentrated sulfuric acid (0.1 ml), and the resulting mixture was heated at reflux for 48 hours. After cooling to room temperature, the reaction mixture was mixed with a 5% aqueous solution of sodium hydrogen carbonate and was extracted with ethyl acetate. The organic layer was washed with an aqueous saturated solution of sodium chloride, was dried with anhydrous sodium sulfate and was then e... Starting materials: C(C)(C)(C)[Si](OCCN1CCC(CC1)N1N=CN=C1C=1SC=2CCOC3=C(C2N1)C=CC(=C3)C=3C=NN(C3)CC(C)(O)C)(C)C (1-{4-[2-(2-{1-[2-(tert-Butyl-dimethyl-silanyloxy)-ethyl]-piperidin-4-yl}-2H-[1,2,4]triazol-3-yl)-4,5-dihydro-6-oxa-3-thia-1-aza-benzo[e]azulen-8-yl]-pyrazol-1-yl}-2-methyl-propan-2-ol), CO (methanol), Cl (hydrogen chloride). Run at time 8 hour. Product: OCCN1CCC(CC1)N1N=CN=C1C=1SC=2CCOC3=C(C2N1)C=CC(=C3)C=3C=NN(C3)CC(C)(O)C (1-[4-(2-{2-[1-(2-Hydroxy-ethyl)-piperidin-4-yl]-2H-[1,2,4]triazol-3-yl}-4,5-dihydro-6-oxa-3-thia-1-aza-benzo[e]azulen-8-yl)-pyrazol-1-yl]-2-methyl-propan-2-ol). Yield: 25.1%. As a reaction SMILES: C([Si](C)(C)[O:6][CH2:7][CH2:8][N:9]1[CH2:14][CH2:13][CH:12]([N:15]2[C:19]([C:20]3[S:21][C:22]4[CH2:23][CH2:24][O:25][C:26]5[CH:33]=[C:32]([C:34]6[CH:35]=[N:36][N:37]([CH2:39][C:40]([CH3:43])([OH:42])[CH3:41])[CH:38]=6)[CH:31]=[CH:30][C:27]=5[C:28]=4[N:29]=3)=[N:18][CH:17]=[N:16]2)[CH2:11][CH2:10]1)(C)(C)C.CO.Cl>>[OH:6][CH2:7][CH2:8][N:9]1[CH2:14][CH2:13][CH:12]([N:15]2[C:19]([C:20]3[S:21][C:22]4[CH2:23][CH2:24][O:25][C:26]5[CH:33]=[C:32]([C:34]6[CH:35]=[N:36][N:37]([CH2:39][C:40]([CH3:43])([OH:42])[CH3:41])[CH:38]=6)[CH:31]=[CH:30][C:27]=5[C:28]=4[N:29]=3)=[N:18][CH:17]=[N:16]2)[CH2:11][CH2:10]1. Procedure: To a solution of 1-{4-[2-(2-{1-[2-(tert-Butyl-dimethyl-silanyloxy)-ethyl]-piperidin-4-yl}-2H-[1,2,4]triazol-3-yl)-4,5-dihydro-6-oxa-3-thia-1-aza-benzo[e]azulen-8-yl]-pyrazol-1-yl}-2-methyl-propan-2-ol (0.150 g, 0.000231 mol) in methanol (2.0 mL, 0.049 mol) was added hydrogen chloride (4N in dioxane, 1 mL, 0.00025 mol). The reaction was stirred at room temperature overnight. The solvent was removed in vacuo and the crude was purified by reverse-phase HPLC to give 462 (31.1 mg) as a white solid. M... Reactants: C=O, CO, CC(=O)Nc1nc(CCc2ccc(CON)cc2)cs1. The product is C=NOCc1ccc(CCc2csc(NC(C)=O)n2)cc1. As a reaction SMILES: [CH2:21]=[O:22].[CH3:23][OH:24].[NH2:1][O:2][CH2:3][c:4]1[cH:5][cH:6][c:7]([CH2:10][CH2:11][c:12]2[n:13][c:14]([NH:17][C:18]([CH3:19])=[O:20])[s:15][cH:16]2)[cH:8][cH:9]1>>[N:1]([O:2][CH2:3][c:4]1[cH:5][cH:6][c:7]([CH2:10][CH2:11][c:12]2[n:13][c:14]([NH:17][C:18]([CH3:19])=[O:20])[s:15][cH:16]2)[cH:8][cH:9]1)=[CH2:21].